This data is from the Open Reaction Database (ORD), a public repository of structured organic reaction records. The task is: describe an organic reaction: reactants, conditions, products, and yield Reactants: C1COC(C2=CC=CC=3N(C(=NC32)C3=C(C=CC=C3)[N+](=O)[O-])C)O1 (1-Methyl-2-(2-nitrophenyl)-benzimidazole-4-carboxaldehyde ethylene acetal). The reagents and catalysts are [Pd] (Pd/C). Run in CO (MeOH). Product: C1COC(C2=CC=CC=3N(C(=NC32)C3=C(C=CC=C3)N)C)O1 (1-Methyl-2-(2-aminophenyl)-benzimidazole-4-carboxaldehyde ethylene acetal). Isolated yield 99.0%. RXN SMILES: [CH2:1]1[O:24][CH:4]([C:5]2[C:13]3[N:12]=[C:11]([C:14]4[CH:19]=[CH:18][CH:17]=[CH:16][C:15]=4[N+:20]([O-])=O)[N:10]([CH3:23])[C:9]=3[CH:8]=[CH:7][CH:6]=2)[O:3][CH2:2]1>CO.[Pd]>[CH2:1]1[O:24][CH:4]([C:5]2[C:13]3[N:12]=[C:11]([C:14]4[CH:19]=[CH:18][CH:17]=[CH:16][C:15]=4[NH2:20])[N:10]([CH3:23])[C:9]=3[CH:8]=[CH:7][CH:6]=2)[O:3][CH2:2]1. Reported procedure: A solution of 6 (0.85 g, 2.6 mmol) in 50 mL MeOH was mixed with 85 mg of Pd/C and hydrogenated with H2 at a pressure of 10 psi for 3 hours. The mixture was then filtered, and the solvent was removed to give 0.76 g (98%) of the title compound as a white solid. 1H NMR (CDCl3): δ 4.44 (s, 3H), 4.69-4.90 (m, 4H), 5.69 (broad s, 2H), 7.44 (d, J=7.8 Hz, 2H), 7.81-8.05 (m, 4H), 8.14 (d, J=1.6, 6.9 Hz, 1H); HRMS: Calcd. for C17H17N3O2 295.1321, found 295.1325. Reactants: C(C)(=O)OC(C(=O)C1=C(C=C(C=C1)Br)C)C (2-(4-bromo-2-methylphenyl)-1-methyl-2-oxoethyl acetate), CC(=O)[O-].[K+] (KOAc), Cl.O(C)N (methoxylamine hydrochloride), CC(=O)[O-].[K+] (KOAc), Cl.O(C)N (methoxylamine hydrochloride). Run in O (water), CCO (EtOH). Conditions: temperature 70 celsius, time 4 hour. Product: C(C)(=O)OC(C(=NOC)C1=C(C=C(C=C1)Br)C)C (2-(4-bromo-2-methylphenyl)-2-(methoxyimino)-1-methylethyl acetate). Yield: 90.9%. RXN SMILES: [C:1]([O:4][CH:5]([CH3:16])[C:6]([C:8]1[CH:13]=[CH:12][C:11]([Br:14])=[CH:10][C:9]=1[CH3:15])=O)(=[O:3])[CH3:2].CC([O-])=O.[K+].Cl.[O:23]([NH2:25])[CH3:24]>CCO.O>[C:1]([O:4][CH:5]([CH3:16])[C:6]([C:8]1[CH:13]=[CH:12][C:11]([Br:14])=[CH:10][C:9]=1[CH3:15])=[N:25][O:23][CH3:24])(=[O:3])[CH3:2] |f:1.2,3.4|. Procedure details: To a mixture of 2-(4-bromo-2-methylphenyl)-1-methyl-2-oxoethyl acetate (5.0 g, 17.5 mmol) and KOAc (2.75 g, 28.0 mmol) in EtOH (90 mL) was added methoxylamine hydrochloride (2.34 g, 28.0 mmol) and the resulting milky suspension was stirred at 70° C. for 4 h. An additional 0.5 equivalents of KOAc and methoxylamine hydrochloride were added and the reaction mixture was stirred at 70° C. for 8 h. The reaction mixture was diluted with water, and the EtOH was removed under reduced pressure. The aqueou...